Task: describe an organic reaction: reactants, conditions, products, and yield. Dataset: the Open Reaction Database (ORD), a public repository of structured organic reaction records Reactants: [Al+3], ClCCl, [Cl-], [Cl-], [Cl-], O=C(O)C1Cc2ccc(Cl)c(Cl)c2O1, O=C(Cl)c1ccco1. Yields the product O=C(c1ccco1)c1cc2c(c(Cl)c1Cl)OC(C(=O)O)C2. Reaction SMILES: [Al+3:24].[CH2:27]([Cl:28])[Cl:29].[Cl-:23].[Cl-:25].[Cl-:26].[Cl:1][c:2]1[c:3]([Cl:14])[c:4]2[c:5]([cH:12][cH:13]1)[CH2:6][CH:7]([C:9](=[O:10])[OH:11])[O:8]2.[o:15]1[c:16]([C:20](=[O:21])[Cl:22])[cH:17][cH:18][cH:19]1>>[Cl:1][c:2]1[c:3]([Cl:14])[c:4]2[c:5]([cH:12][c:13]1[C:20]([c:16]1[o:15][cH:19][cH:18][cH:17]1)=[O:21])[CH2:6][CH:7]([C:9](=[O:10])[OH:11])[O:8]2.